From a dataset of the Open Reaction Database (ORD), a public repository of structured organic reaction records. describe an organic reaction: reactants, conditions, products, and yield The reactants are Cc1ccc([N+](=O)[O-])c(Cl)c1, FC(F)(F)c1ccccc1, CC(C)(C#N)N=NC(C)(C)C#N, O=C1CCC(=O)N1Br. Product: O=[N+]([O-])c1ccc(CBr)cc1Cl. As a reaction SMILES: [Cl:1][c:2]1[cH:3][c:4]([CH3:11])[cH:5][cH:6][c:7]1[N+:8](=[O:9])[O-:10].[F:32][C:33]([F:34])([F:35])[c:36]1[cH:37][cH:38][cH:39][cH:40][cH:41]1.[N:20]([C:21]([CH3:22])([CH3:23])[C:24]#[N:25])=[N:26][C:27]([CH3:28])([CH3:29])[C:30]#[N:31].[O:12]=[C:13]1[N:14]([Br:19])[C:15](=[O:16])[CH2:17][CH2:18]1>>[Cl:1][c:2]1[cH:3][c:4]([CH2:11][Br:19])[cH:5][cH:6][c:7]1[N+:8](=[O:9])[O-:10].